Dataset: the Open Reaction Database (ORD), a public repository of structured organic reaction records. Task: describe an organic reaction: reactants, conditions, products, and yield Yields the product C(CC(O)(C(=O)[O-])CC(=O)[O-])(=O)[O-].[Ag+].[Ag+].[Ag+] (trisilver citrate). Procedure details: As one non-limiting example, the trisilver citrate may be prepared for use in the invention using a “sodium hydroxide route” in which aqueous silver nitrate is reacted with aqueous sodium hydroxide to produce silver oxide as a precipitate, and in which the silver oxide precipitate is reacted with aqueous citric acid to produce trisilver citrate as a precipitate. RXN SMILES: [Ag:1]=O.[C:3]([OH:15])(=[O:14])[CH2:4][C:5]([CH2:10][C:11]([OH:13])=[O:12])([C:7]([OH:9])=[O:8])[OH:6]>>[C:3]([O-:15])(=[O:14])[CH2:4][C:5]([CH2:10][C:11]([O-:13])=[O:12])([C:7]([O-:9])=[O:8])[OH:6].[Ag+:1].[Ag+:1].[Ag+:1] |f:2.3.4.5|. The reactants are [Ag]=O (silver oxide), C(CC(O)(C(=O)O)CC(=O)O)(=O)O (citric acid). Reactants: solution, C[Mg]Cl (CH3MgCl), C1CCOC1 (THF), BrC=1C=C2C(=NC1C#N)C=CN2C (6-bromo-1-methyl-1H-pyrrolo[3,2-b]pyridine-5-carbonitrile), [BH4-] (borohydride), [BH4-].[Na+] (Sodium borohydride), C[O-].[Na+] (sodium methylate). Conditions: temperature 7.5 celsius, time 2 hour. Reaction SMILES: [Br:1][C:2]1[CH:3]=[C:4]2[N:12]([CH3:13])[CH:11]=[CH:10][C:5]2=[N:6][C:7]=1[C:8]#[N:9].[CH3:14][Mg]Cl.C1COCC1.C[O-].[Na+].[BH4-].[Na+].[BH4-]>CO.C1(C)C=CC=CC=1>[Br:1][C:2]1[CH:3]=[C:4]2[N:12]([CH3:13])[CH:11]=[CH:10][C:5]2=[N:6][C:7]=1[CH:8]([NH2:9])[CH3:14] |f:3.4,5.6|. Reported procedure: To a first vessel charged with toluene (5.1 L) was added 6-bromo-1-methyl-1H-pyrrolo[3,2-b]pyridine-5-carbonitrile (300 g, 1.27 mol) under nitrogen. The solution was cooled to 5-10° C. A 3M solution of CH3MgCl in THF (637 mL, 1.91 mol) was added slowly over a 35 minute period while maintaining the temperature of the reaction mixture below 30° C. The reaction mixture was stirred for 2 hours at 15-20° C. To a second vessel charged with methanol at 0-5° C. was added sodium methylate (24.4 mL) under... Solvent: C1(=CC=CC=C1)C (toluene), CO (methanol), CO (methanol). Yields the product BrC=1C=C2C(=NC1C(C)N)C=CN2C (1-(6-Bromo-1-methyl-1H-pyrrolo[3,2-b]pyridin-5-yl)ethan-1-amine). The reactants are C(C)OC(C(CC1=CC=C(C=C1)O)(OC1=CC=C(C=C1)C(C)(C)C)C)=O (3-(4-hydroxyphenyl)-2-methyl-2-(4-tert-butylphenoxy)-propionic acid ethyl ester), solution, polystyrene, C1(=CC=C(C=C1)C=1OC(=C(N1)CCOS(=O)(=O)C1=CC=C(C=C1)C)C)C1=CC=CC=C1 (Toluene-4-sulfonic acid 2-(2-biphenyl-4-yl-5-methyl-oxazol-4-yl)-ethyl ester). Run in C(C)O (ethanol), C(C)O (ethanol). Reaction conditions: temperature 55 celsius. Product: C1(=CC=C(C=C1)C=1OC(=C(N1)CCOC1=CC=C(C=C1)CC(C(=O)O)(OC1=CC=C(C=C1)C(C)(C)C)C)C)C1=CC=CC=C1 (3-{4-[2-(2-Biphenyl-4-yl-5-methyl-oxazol-4-yl)-ethoxy]-phenyl}-2-methyl-2-(4-tert-butylphenoxy)-propionic acid). Isolated yield 22.0%. RXN SMILES: [C:1]1([C:26]2[CH:31]=[CH:30][CH:29]=[CH:28][CH:27]=2)[CH:6]=[CH:5][C:4]([C:7]2[O:8][C:9]([CH3:25])=[C:10]([CH2:12][CH2:13][O:14]S(C3C=CC(C)=CC=3)(=O)=O)[N:11]=2)=[CH:3][CH:2]=1.C([O:34][C:35](=[O:57])[C:36]([CH3:56])([O:45][C:46]1[CH:51]=[CH:50][C:49]([C:52]([CH3:55])([CH3:54])[CH3:53])=[CH:48][CH:47]=1)[CH2:37][C:38]1[CH:43]=[CH:42][C:41](O)=[CH:40][CH:39]=1)C>C(O)C>[C:1]1([C:26]2[CH:31]=[CH:30][CH:29]=[CH:28][CH:27]=2)[CH:2]=[CH:3][C:4]([C:7]2[O:8][C:9]([CH3:25])=[C:10]([CH2:12][CH2:13][O:14][C:41]3[CH:40]=[CH:39][C:38]([CH2:37][C:36]([CH3:56])([O:45][C:46]4[CH:51]=[CH:50][C:49]([C:52]([CH3:55])([CH3:54])[CH3:53])=[CH:48][CH:47]=4)[C:35]([OH:57])=[O:34])=[CH:43][CH:42]=3)[N:11]=2)=[CH:5][CH:6]=1. Procedure: Toluene-4-sulfonic acid 2-(2-biphenyl-4-yl-5-methyl-oxazol-4-yl)-ethyl ester (0.132 mmol) (see Ex. 1, Part I)was added to a one dram, screw-cap vial and diluted with ethanol (0.5 mL). To this solution are added 3-(4-hydroxyphenyl)-2-methyl-2-(4-tert-butylphenoxy)-propionic acid ethyl ester (0.5 mL of a 0.264 M solution in ethanol, 0.132 mmol) and polystyrene bound 1,5,7-triazabicyclo[4.4.0]dec-5-ene (100–125 mg, 2.6 mmol/g) and the vial was tightly closed. The reaction vessel was heated in a blo... The reactants are CC(C)(C)OC(=O)N1CCN(Cc2ccc(OCCCN3CCCCC3)cc2)CC1, CC(C)(C)OC(=O)N1CCCNCC1. Yields the product CC(C)(C)OC(=O)N1CCCN(Cc2ccc(OCCCN3CCCCC3)cc2)CC1. As a reaction SMILES: [C:15]([O:16][C:17]([N:18]1[CH2:19][CH2:20][N:21]([CH2:28][c:29]2[cH:30][cH:31][c:32]([O:35][CH2:36][CH2:37][CH2:38][N:39]3[CH2:40][CH2:41][CH2:42][CH2:43][CH2:44]3)[cH:33][cH:34]2)[CH2:22][CH2:23]1)=[O:24])([CH3:25])([CH3:26])[CH3:27].[C:1]([CH3:2])([CH3:3])([CH3:4])[O:5][C:6](=[O:7])[N:8]1[CH2:9][CH2:10][NH:11][CH2:12][CH2:13][CH2:14]1>>[C:1]([CH3:2])([CH3:3])([CH3:4])[O:5][C:6](=[O:7])[N:8]1[CH2:9][CH2:10][N:11]([CH2:28][c:29]2[cH:30][cH:31][c:32]([O:35][CH2:36][CH2:37][CH2:38][N:39]3[CH2:40][CH2:41][CH2:42][CH2:43][CH2:44]3)[cH:33][cH:34]2)[CH2:12][CH2:13][CH2:14]1. Starting materials: CC(C)(C)OC(=O)N1CCc2ccc(Cl)c(CCl)c2CC1, [H-], [I-], [K+], [Na+], CN(C)C=O, Sc1ccccc1. Product: CC(C)(C)OC(=O)N1CCc2ccc(Cl)c(CSc3ccccc3)c2CC1. RXN SMILES: [C:10]([CH3:11])([CH3:12])([CH3:13])[O:14][C:15](=[O:16])[N:17]1[CH2:18][CH2:19][c:20]2[c:21]([c:24]([CH2:29][Cl:30])[c:25]([Cl:28])[cH:26][cH:27]2)[CH2:22][CH2:23]1.[H-:1].[I-:32].[K+:31].[Na+:2].[O:33]=[CH:34][N:35]([CH3:36])[CH3:37].[SH:3][c:4]1[cH:5][cH:6][cH:7][cH:8][cH:9]1>>[S:3]([c:4]1[cH:5][cH:6][cH:7][cH:8][cH:9]1)[CH2:29][c:24]1[c:21]2[c:20]([cH:27][cH:26][c:25]1[Cl:28])[CH2:19][CH2:18][N:17]([C:15]([O:14][C:10]([CH3:11])([CH3:12])[CH3:13])=[O:16])[CH2:23][CH2:22]2. Reactants: O[C@@]1(C[C@H](CCC1)C)CNC(=O)C=1C=2C=CC(=NC2C=CC1Cl)Cl (2,6-dichloro-quinoline-5-carboxylic acid ((1S,3S)-1-hydroxy-3methyl-cyclohexylmethyl)-amide), CCN(C(C)C)C(C)C (DIPEA), CN([C@H]1CNCC1)C ((R)-3-dimethylamino-pyrrolidine). Product: O[C@@]1(C[C@H](CCC1)C)CNC(=O)C=1C=2C=CC(=NC2C=CC1Cl)N1C[C@@H](CC1)N(C)C (6-Chloro-2-(3-(R)-dimethylamino-pyrrolidin-1-yl)-quinoline-5-carboxylic acid ((1S,3S)-1-hydroxy-3-methyl-cyclohexylmethyl)-amide). Reaction SMILES: [OH:1][C@@:2]1([CH2:9][NH:10][C:11]([C:13]2[C:14]3[CH:15]=[CH:16][C:17](Cl)=[N:18][C:19]=3[CH:20]=[CH:21][C:22]=2[Cl:23])=[O:12])[CH2:7][CH2:6][CH2:5][C@H:4]([CH3:8])[CH2:3]1.CCN(C(C)C)C(C)C.[CH3:34][N:35]([CH3:41])[C@@H:36]1[CH2:40][CH2:39][NH:38][CH2:37]1>>[OH:1][C@@:2]1([CH2:9][NH:10][C:11]([C:13]2[C:14]3[CH:15]=[CH:16][C:17]([N:38]4[CH2:39][CH2:40][C@@H:36]([N:35]([CH3:41])[CH3:34])[CH2:37]4)=[N:18][C:19]=3[CH:20]=[CH:21][C:22]=2[Cl:23])=[O:12])[CH2:7][CH2:6][CH2:5][C@H:4]([CH3:8])[CH2:3]1. Procedure: The title compound was synthesized according to the procedure described in example 1 using 2,6-dichloro-quinoline-5-carboxylic acid ((1S,3S)-1-hydroxy-3methyl-cyclohexylmethyl)-amide, DIPEA and (R)-3-dimethylamino-pyrrolidine. 1H NMR (400 MHz, DMSO-d6) δ ppm 8.75 (1H), 7.85 (m, 1H), 7.58 (2H), 7.05 (1H), 4.16 (s, 1H), 4.00 (t, 2H), 3.80 (t, 1H), 3.55 (m, 1H), 3.26 (m, 2H), 2.44 (m, 2H), 2.22 (s, 6H), 2.06 (m, 2H), 1.85 (m, 2H), 1.74-1.76 (m, 5H), 1.27 (t, 1H), 1.07 (t, 1H), 0.83 (d, 3H). m/z: 44...